Dataset: the Open Reaction Database (ORD), a public repository of structured organic reaction records. Task: describe an organic reaction: reactants, conditions, products, and yield Reactants: C(C)(=O)C1=CC(=C(OCCCCCC(C(=O)O)(C)C)C=C1O)CC (7-(4-acetyl-2-ethyl-5-hydroxyphenoxy)-2,2-dimethylheptanoic acid), Cl.NO (hydroxylamine hydrochloride), C(C)(=O)[O-].[Na+] (sodium acetate). Solvent: CO (methanol). Yields the product ON=C(C)C1=CC(=C(OCCCCCC(C(=O)O)(C)C)C=C1O)CC (7-{4-[1-(Hydroxyimino)ethyl]-2-ethyl-5-hydroxyphenoxy}-2,2-dimethylheptanoic acid). Isolated yield 42.5%. Reaction SMILES: [C:1]([C:4]1[C:21]([OH:22])=[CH:20][C:7]([O:8][CH2:9][CH2:10][CH2:11][CH2:12][CH2:13][C:14]([CH3:19])([CH3:18])[C:15]([OH:17])=[O:16])=[C:6]([CH2:23][CH3:24])[CH:5]=1)(=O)[CH3:2].Cl.[NH2:26][OH:27].C([O-])(=O)C.[Na+]>CO>[OH:27][N:26]=[C:1]([C:4]1[C:21]([OH:22])=[CH:20][C:7]([O:8][CH2:9][CH2:10][CH2:11][CH2:12][CH2:13][C:14]([CH3:19])([CH3:18])[C:15]([OH:17])=[O:16])=[C:6]([CH2:23][CH3:24])[CH:5]=1)[CH3:2] |f:1.2,3.4|. Procedure: A mixture of 7.1 g of 7-(4-acetyl-2-ethyl-5-hydroxyphenoxy)-2,2-dimethylheptanoic acid, 0.149 g of hydroxylamine hydrochloride, 0.176 g of sodium acetate, and 50 ml of methanol were heated at reflux for 48 hours. The reaction mixture was allowed to cool to room temperature and the resulting solid collected by filtration. The solid was crystallized from methylene chloride/ hexane to provide 0.32 g of the desired titled product. Product: ClC1=CC=C(C=C1)NC(=O)NC1=CC(=C(C=C1)O)C1=NN(C=C1)C (1-(4-Chloro-phenyl)-3-[4-hydroxy-3-(1-methyl-1H-pyrazol-3-yl)-phenyl]-urea). As a reaction SMILES: [CH3:1]NN.[Cl:4][C:5]1[CH:10]=[CH:9][C:8]([NH:11][C:12]([NH:14][C:15]2[CH:20]=[CH:19][C:18]([OH:21])=[C:17]([C:22]3[N:23](C)[N:24]=[CH:25][CH:26]=3)[CH:16]=2)=[O:13])=[CH:7][CH:6]=1>N1C=CC=CC=1>[Cl:4][C:5]1[CH:10]=[CH:9][C:8]([NH:11][C:12]([NH:14][C:15]2[CH:20]=[CH:19][C:18]([OH:21])=[C:17]([C:22]3[CH:26]=[CH:25][N:24]([CH3:1])[N:23]=3)[CH:16]=2)=[O:13])=[CH:7][CH:6]=1. Procedure: To a cooled and stirred solution of methyl hydrazine (1.46 g, 31.6 mmol) in pyridine was added slurry of Compound 119 (2.5 g, 7.9 mmol) in pyridine over a period of 10 mins. The reaction mixture was left at this temperature for another 2 hrs and then warmed to room temperature slowly. After 6 hrs the reaction mixture turned clear. The reaction was stirred at this temperature for 18 hrs. Then pyridine was evaporated. The dark colored residue was dissolved in DMSO and purified using Varian Prepara... Starting materials: CNN (methyl hydrazine), ClC1=CC=C(C=C1)NC(=O)NC1=CC(=C(C=C1)O)C=1N(N=CC1)C (1-(4-Chloro-phenyl)-3-[4-hydroxy-3-(2-methyl-2H-pyrazol-3-yl)-phenyl]-urea). Solvent: N1=CC=CC=C1 (pyridine), N1=CC=CC=C1 (pyridine). Yield: 11.1%. Conditions: time 2 hour. Reported procedure: 2.94 g of 5-isopropyl-1,3-benzodioxole was dissolved in 30 ml of carbon tetrachloride to obtain a solution. A solution of 3.15 g of bromine in 5 ml of carbon tetrachloride was dropwise added to the solution at a temperature of -5° to 5° C. The obtained mixture was stirred at 10° C. for 8.5 hours. Nitrogen gas was passed through the resulting mixture, followed by the addition of a saturated aqueous solution of sodium hydrogencarbonate and an aqueous solution of sodium thiosulfate. The obtained mi... Solvent: C(Cl)(Cl)(Cl)Cl (carbon tetrachloride), C(Cl)(Cl)(Cl)Cl (carbon tetrachloride). The reactants are BrBr (bromine), S(=S)(=O)([O-])[O-].[Na+].[Na+] (sodium thiosulfate), C(C)(C)C1=CC2=C(OCO2)C=C1 (5-isopropyl-1,3-benzodioxole), C(O)([O-])=O.[Na+] (sodium hydrogencarbonate). Reaction SMILES: [CH:1]([C:4]1[CH:12]=[CH:11][C:7]2[O:8][CH2:9][O:10][C:6]=2[CH:5]=1)([CH3:3])[CH3:2].[Br:13]Br.C(=O)([O-])O.[Na+].S([O-])([O-])(=O)=S.[Na+].[Na+]>C(Cl)(Cl)(Cl)Cl>[Br:13][C:12]1[C:4]([CH:1]([CH3:3])[CH3:2])=[CH:5][C:6]2[O:10][CH2:9][O:8][C:7]=2[CH:11]=1 |f:2.3,4.5.6|. Reaction conditions: temperature 10 celsius, time 8.5 hour. Yields the product BrC1=CC2=C(OCO2)C=C1C(C)C (5-Bromo-6-isopropyl-1,3-benzodioxole). Yield: 100.6%. The reactants are CN(C)CCc1sc2ccccc2c1C(O)c1cscn1, ClC(Cl)Cl, O=[Mn]=O. The product is CN(C)CCc1sc2ccccc2c1C(=O)c1cscn1. Reaction SMILES: [CH3:1][N:2]([CH2:3][CH2:4][c:5]1[c:6]([CH:14]([OH:15])[c:16]2[n:17][cH:18][s:19][cH:20]2)[c:7]2[c:8]([s:9]1)[cH:10][cH:11][cH:12][cH:13]2)[CH3:21].[Cl:22][CH:23]([Cl:24])[Cl:25].[O:26]=[Mn:27]=[O:28]>>[CH3:1][N:2]([CH2:3][CH2:4][c:5]1[c:6]([C:14](=[O:15])[c:16]2[n:17][cH:18][s:19][cH:20]2)[c:7]2[c:8]([s:9]1)[cH:10][cH:11][cH:12][cH:13]2)[CH3:21]. Starting materials: FC(C=1C=C(C=C(C1)C(F)(F)F)[C@@H](C)O[C@H]1OCC[C@H]([C@@H]1C1=CC=C(C=C1)F)C=O)(F)F ((2R,3R,4R)-2-[(1R)-1-(3,5-bis(trifluoromethyl)phenyl)ethoxy]-3-(4-fluorophenyl)-tetrahydropyran-4-carbaldehyde), OC1C(OCC12CCNCC2)(C)C (4-hydroxy-3,3-dimethyl-2-oxa-8-azaspiro[4.5]decane). Product: FC(C=1C=C(C=C(C1)C(F)(F)F)[C@@H](C)O[C@H]1OCC[C@H]([C@@H]1C1=CC=C(C=C1)F)CN1CCC2(C(C(OC2)(C)C)O)CC1)(F)F ((4RS)-8-[(2R,3R,4R)-2-[(1R)-1-(3,5-Bis(trifluoromethyl)phenyl)ethoxy]-3-(4-fluorophenyl)-tetrahydropyran-4-yl]methyl-3,3-dimethyl-2-oxa-8-azaspiro[4.5]decan-4-ol). Reaction SMILES: [F:1][C:2]([F:32])([F:31])[C:3]1[CH:4]=[C:5]([C@H:13]([O:15][C@@H:16]2[C@@H:21]([C:22]3[CH:27]=[CH:26][C:25]([F:28])=[CH:24][CH:23]=3)[C@H:20]([CH:29]=O)[CH2:19][CH2:18][O:17]2)[CH3:14])[CH:6]=[C:7]([C:9]([F:12])([F:11])[F:10])[CH:8]=1.[OH:33][CH:34]1[C:38]2([CH2:43][CH2:42][NH:41][CH2:40][CH2:39]2)[CH2:37][O:36][C:35]1([CH3:45])[CH3:44]>>[F:32][C:2]([F:1])([F:31])[C:3]1[CH:4]=[C:5]([C@H:13]([O:15][C@@H:16]2[C@@H:21]([C:22]3[CH:23]=[CH:24][C:25]([F:28])=[CH:26][CH:27]=3)[C@H:20]([CH2:29][N:41]3[CH2:42][CH2:43][C:38]4([CH2:37][O:36][C:35]([CH3:45])([CH3:44])[CH:34]4[OH:33])[CH2:39][CH2:40]3)[CH2:19][CH2:18][O:17]2)[CH3:14])[CH:6]=[C:7]([C:9]([F:10])([F:11])[F:12])[CH:8]=1. Reported procedure: This product was prepared according to the procedure described in Example 6 using (2R,3R,4R)-2-[(1R)-1-(3,5-bis(trifluoromethyl)phenyl)ethoxy]-3-(4-fluorophenyl)-tetrahydropyran-4-carbaldehyde (Description 11) and 4-hydroxy-3,3-dimethyl-2-oxa-8-azaspiro[4.5]decane (Description 21). The reactants are CCCCCC, CCOC(C)=O, Cl, CC(C)(C)OC(=O)NCCCCCCCCCCCCOS(C)(=O)=O. Yields the product Cl, CS(=O)(=O)OCCCCCCCCCCCCN. RXN SMILES: [CH3:27][CH2:28][CH2:29][CH2:30][CH2:31][CH3:32].[CH3:33][CH2:34][O:35][C:36](=[O:37])[CH3:38].[ClH:26].[S:1](=[O:2])(=[O:3])([CH3:4])[O:5][CH2:6][CH2:7][CH2:8][CH2:9][CH2:10][CH2:11][CH2:12][CH2:13][CH2:14][CH2:15][CH2:16][CH2:17][NH:18][C:19](=[O:20])[O:21][C:22]([CH3:23])([CH3:24])[CH3:25]>>[ClH:26].[S:1](=[O:2])(=[O:3])([CH3:4])[O:5][CH2:6][CH2:7][CH2:8][CH2:9][CH2:10][CH2:11][CH2:12][CH2:13][CH2:14][CH2:15][CH2:16][CH2:17][NH2:18].